This data is from the Open Reaction Database (ORD), a public repository of structured organic reaction records. The task is: describe an organic reaction: reactants, conditions, products, and yield The reactants are S1C=CC=2CN(CCC21)C(=O)OC(C)(C)C (tert-butyl 6,7-dihydrothieno[3,2-c]pyridine-5(4H)-carboxylate), C(=O)(C(F)(F)F)O (TFA), [N+](=O)(O)[O-] (nitric acid), C(=O)(OC(C)(C)C)OC(=O)OC(C)(C)C (di-tert-butyl dicarbonate). Run at time 60 minute. The product is [N+](=O)([O-])C1=CC=2CN(CCC2S1)C(=O)OC(C)(C)C (tert-butyl 2-nitro-6,7-dihydrothieno[3,2-c]pyridine-5(4H)-carboxylate). Yield: 45.0%. Reaction SMILES: [S:1]1[C:9]2[CH2:8][CH2:7][N:6]([C:10]([O:12][C:13]([CH3:16])([CH3:15])[CH3:14])=[O:11])[CH2:5][C:4]=2[CH:3]=[CH:2]1.C(O)(C(F)(F)F)=O.[N+:24]([O-])([OH:26])=[O:25].C(OC(OC(C)(C)C)=O)(OC(C)(C)C)=O>>[N+:24]([C:2]1[S:1][C:9]2[CH2:8][CH2:7][N:6]([C:10]([O:12][C:13]([CH3:16])([CH3:15])[CH3:14])=[O:11])[CH2:5][C:4]=2[CH:3]=1)([O-:26])=[O:25]. Procedure details: To a solution of tert-butyl 6,7-dihydrothieno[3,2-c]pyridine-5(4H)-carboxylate (200 mg, 0.836 mmol) in TFA (6.89 ml, 89 mmol) was added concentrated nitric acid (0.053 ml, 0.836 mmol) dropwise at 0° C. The mixture was next concentrated then dissolved in 20 mL of ethyl acetate and di-tert-butyl dicarbonate (0.194 ml, 0.836 mmol) was added. The mixture was stirred at ambient for 60 minutes then the mixture was poured into a separatory funnel and washed with 20 mL of saturated aqueous sodium bicarb...